From a dataset of the Open Reaction Database (ORD), a public repository of structured organic reaction records. describe an organic reaction: reactants, conditions, products, and yield Yields the product O1C(CCC1)CNC(C1=CC=C(C=C1)C1=CC2=C(N(C=N2)C2=CC(=CC=C2)NC(=O)NCC(F)(F)F)C=C1)=O (N-(Tetrahydrofuran-2-ylmethyl)-4-{1-[3-({[(2,2,2-trifluoroethyl)amino]carbonyl}amino)phenyl]-1H-benzimidazol-5-yl}benzamide). Procedure: This compound was prepared by using procedures analogous to those described for the synthesis of Example 7 starting from 4-{1-[3-({[(2,2,2-trifluoroethyl)amino]carbonyl}amino)-phenyl]-1H-benzimidazol-5-yl}benzoic acid and 2-furanmethanamine, tetrahydro- (Aldrich, Cat. No. 131911). LCMS (M+H)+: m/z=538.3. The reactants are FC(CNC(=O)NC=1C=C(C=CC1)N1C=NC2=C1C=CC(=C2)C2=CC=C(C(=O)O)C=C2)(F)F (4-{1-[3-({[(2,2,2-trifluoroethyl)amino]carbonyl}amino)-phenyl]-1H-benzimidazol-5-yl}benzoic acid), O1C(=CC=C1)CN (2-furanmethanamine). As a reaction SMILES: [F:1][C:2]([F:33])([F:32])[CH2:3][NH:4][C:5]([NH:7][C:8]1[CH:9]=[C:10]([N:14]2[C:18]3[CH:19]=[CH:20][C:21]([C:23]4[CH:31]=[CH:30][C:26]([C:27](O)=[O:28])=[CH:25][CH:24]=4)=[CH:22][C:17]=3[N:16]=[CH:15]2)[CH:11]=[CH:12][CH:13]=1)=[O:6].[O:34]1[CH:38]=[CH:37][CH:36]=[C:35]1[CH2:39][NH2:40]>>[O:34]1[CH2:38][CH2:37][CH2:36][CH:35]1[CH2:39][NH:40][C:27](=[O:28])[C:26]1[CH:30]=[CH:31][C:23]([C:21]2[CH:20]=[CH:19][C:18]3[N:14]([C:10]4[CH:11]=[CH:12][CH:13]=[C:8]([NH:7][C:5]([NH:4][CH2:3][C:2]([F:33])([F:1])[F:32])=[O:6])[CH:9]=4)[CH:15]=[N:16][C:17]=3[CH:22]=2)=[CH:24][CH:25]=1. The reactants are C(C)OC(C)(OCC)N1N=CN=C1 (1-(1,1-diethoxyethyl)-1,2,4-triazole), C(CCC)[Li] (n-butyllithium), Cl (hydrochloric acid), ClC1=CC=C(C(=O)C2=CC=C(C=C2)Cl)C=C1 (4,4'-dichlorobenzophenone). Solvent: CCOCC (ether), CCCCCC (hexane). The product is ClC1=CC=C(C=C1)C(O)(C1=NN=CN1)C1=CC=C(C=C1)Cl (α,α-Bis(4-chlorophenyl)-4H-1,2,4-triazole-3-methanol). The yield is 72.0%. Reaction SMILES: C(OC([N:9]1[CH:13]=[N:12][CH:11]=[N:10]1)(OCC)C)C.C([Li])CCC.[Cl:19][C:20]1[CH:34]=[CH:33][C:23]([C:24]([C:26]2[CH:31]=[CH:30][C:29]([Cl:32])=[CH:28][CH:27]=2)=[O:25])=[CH:22][CH:21]=1.Cl>CCOCC.CCCCCC>[Cl:19][C:20]1[CH:34]=[CH:33][C:23]([C:24]([C:26]2[CH:31]=[CH:30][C:29]([Cl:32])=[CH:28][CH:27]=2)([C:13]2[NH:12][CH:11]=[N:10][N:9]=2)[OH:25])=[CH:22][CH:21]=1. Procedure: A solution of 9.25 g of 1-(1,1-diethoxyethyl)-1,2,4-triazole in 150 ml of ether was treated first with 38.5 ml of 1.3M n-butyllithium in hexane and then with 12.6 g of 4,4'-dichlorobenzophenone in the same manner as Exaample 1. The mixture was added to ice and hydrochloric acid producing a white suspension which was recovered by filtration. The solid was recrystallized from 600 ml of methanol/200 ml of water to provide 11.52 g of the desired title product, m.p. 233°-234° C. Procedure: A mixture of compound 80b (100 mg, 0.230 mmol), 4-(4,4,5,5-tetramethyl-1,3,2-dioxaborolan-2-yl)-1H-Pyrazole-1-acetic acid ethyl ester (129 mg, 0.460 mmol), dichloro(1,1′-bis(diphenylphosphino)ferrocene)palladium(II) dichloromethane adduct (17.0 mg, 0.0230 mmol), and 1M sodium carbonate (1.15 mL, 1.15 mmol) in dioxane (4 mL) under and Argon gas atmosphere was heated to 80° C. for 1 h. After cooling, the reaction mixture was filtered through a pad of diatomaceous earth and concentrated under reduc... Run in O1CCOCC1 (dioxane). The reagents and catalysts are [CH-]1C=CC(=C1)P(C2=CC=CC=C2)C3=CC=CC=C3.[CH-]1C=CC(=C1)P(C2=CC=CC=C2)C3=CC=CC=C3.Cl[Pd]Cl.[Fe+2] (dichloro(1,1′-bis(diphenylphosphino)ferrocene)palladium(II) dichloromethane adduct). Product: O1CCN(CC1)C=1C=2N(C(=CN1)C=1C=NN(C1)CC(=O)OCC)C=C(N2)C#CC2=NC1=CC=CC=C1C=C2 (Ethyl 2-(4-(8-morpholino-2-(quinolin-2-ylethynyl)imidazo[1,2-a]pyrazin-5-yl)-1H-pyrazol-1-yl)acetate). Reaction conditions: temperature 80 celsius. The reactants are BrC1=CN=C(C=2N1C=C(N2)C#CC2=NC1=CC=CC=C1C=C2)N2CCOCC2 (4-(5-Bromo-2-(quinolin-2-ylethynyl)imidazo[1,2-a]pyrazin-8-yl)morpholine), C(C)OC(CN1N=CC(=C1)B1OC(C(O1)(C)C)(C)C)=O (4-(4,4,5,5-tetramethyl-1,3,2-dioxaborolan-2-yl)-1H-Pyrazole-1-acetic acid ethyl ester), C([O-])([O-])=O.[Na+].[Na+] (sodium carbonate). As a reaction SMILES: Br[C:2]1[N:7]2[CH:8]=[C:9]([C:11]#[C:12][C:13]3[CH:22]=[CH:21][C:20]4[C:15](=[CH:16][CH:17]=[CH:18][CH:19]=4)[N:14]=3)[N:10]=[C:6]2[C:5]([N:23]2[CH2:28][CH2:27][O:26][CH2:25][CH2:24]2)=[N:4][CH:3]=1.[CH2:29]([O:31][C:32](=[O:48])[CH2:33][N:34]1[CH:38]=[C:37](B2OC(C)(C)C(C)(C)O2)[CH:36]=[N:35]1)[CH3:30].C(=O)([O-])[O-].[Na+].[Na+]>O1CCOCC1.[CH-]1C=C(P(C2C=CC=CC=2)C2C=CC=CC=2)C=C1.[CH-]1C=C(P(C2C=CC=CC=2)C2C=CC=CC=2)C=C1.Cl[Pd]Cl.[Fe+2]>[O:26]1[CH2:27][CH2:28][N:23]([C:5]2[C:6]3[N:7]([CH:8]=[C:9]([C:11]#[C:12][C:13]4[CH:22]=[CH:21][C:20]5[C:15](=[CH:16][CH:17]=[CH:18][CH:19]=5)[N:14]=4)[N:10]=3)[C:2]([C:37]3[CH:36]=[N:35][N:34]([CH2:33][C:32]([O:31][CH2:29][CH3:30])=[O:48])[CH:38]=3)=[CH:3][N:4]=2)[CH2:24][CH2:25]1 |f:2.3.4,6.7.8.9|. Starting materials: ClCCl, CCCCCC, CCOCC, ClC(Cl)Cl, CCC1CCC2C3C(O)CC4=CC(O)C5OC5C4(C)C3CCC12C. Yields the product CCC1CCC2C3C(O)CC4=CC(=O)C5OC5C4(C)C3CCC12C. RXN SMILES: [CH2:36]([Cl:37])[Cl:38].[CH3:25][CH2:26][CH2:27][CH2:28][CH2:29][CH3:30].[CH3:31][CH2:32][O:33][CH2:34][CH3:35].[CH:39]([Cl:40])([Cl:41])[Cl:42].[O:1]1[CH:2]2[CH:3]1[CH:4]([OH:24])[CH:5]=[C:6]1[CH2:7][CH:8]([OH:23])[CH:9]3[CH:10]4[CH2:11][CH2:12][CH:13]([CH2:14][CH3:15])[C:16]4([CH3:22])[CH2:17][CH2:18][CH:19]3[C:20]21[CH3:21]>>[O:1]1[CH:2]2[CH:3]1[C:4](=[O:24])[CH:5]=[C:6]1[CH2:7][CH:8]([OH:23])[CH:9]3[CH:10]4[CH2:11][CH2:12][CH:13]([CH2:14][CH3:15])[C:16]4([CH3:22])[CH2:17][CH2:18][CH:19]3[C:20]21[CH3:21]. Starting materials: [I-].C(C)(C)(C)NC(=O)C1(CC2CCC(C1)[NH2+]2)C2CCCCC2 (3-[(tert-butylamino)carbonyl]-3-cyclohexyl-8-azoniabicyclo[3.2.1]octane iodide), C(C)(C)(C)N1C[C@H]([C@@H](CC1)C(=O)O)C1=C(C=C(C=C1)F)F ((3R,4R)-1-tert-butyl-3-(2,4-difluorophenyl)piperidine-4-carboxylic acid), C=1C=CC2=C(C1)N=NN2O (HOBt), C(CCl)Cl (EDC), CCN(C(C)C)C(C)C (DIEA). Run in ClCCl (dichloromethane). Run at time 8 hour. The product is [Cl-].C(C)(C)(C)[NH+]1C[C@H]([C@@H](CC1)C(=O)N1C2CC(CC1CC2)(C2CCCCC2)C(=O)NC(C)(C)C)C2=C(C=C(C=C2)F)F ((3R,4R)-1-tert-butyl-4-({3-[(tert-butylamino)carbonyl]-3-cyclohexyl-8-azabicyclo[3.2.1]oct-8-yl}carbonyl)-3-(2,4-difluorophenyl)piperidinium chloride). As a reaction SMILES: [I-].[C:2]([NH:6][C:7]([C:9]1([CH:17]2[CH2:22][CH2:21][CH2:20][CH2:19][CH2:18]2)[CH2:15][CH:14]2[NH2+:16][CH:11]([CH2:12][CH2:13]2)[CH2:10]1)=[O:8])([CH3:5])([CH3:4])[CH3:3].[C:23]([N:27]1[CH2:32][CH2:31][C@@H:30]([C:33](O)=[O:34])[C@H:29]([C:36]2[CH:41]=[CH:40][C:39]([F:42])=[CH:38][C:37]=2[F:43])[CH2:28]1)([CH3:26])([CH3:25])[CH3:24].C1C=CC2N(O)N=NC=2C=1.C(Cl)C[Cl:56].CCN(C(C)C)C(C)C>ClCCl>[Cl-:56].[C:23]([NH+:27]1[CH2:32][CH2:31][C@@H:30]([C:33]([N:16]2[CH:11]3[CH2:12][CH2:13][CH:14]2[CH2:15][C:9]([C:7]([NH:6][C:2]([CH3:5])([CH3:3])[CH3:4])=[O:8])([CH:17]2[CH2:22][CH2:21][CH2:20][CH2:19][CH2:18]2)[CH2:10]3)=[O:34])[C@H:29]([C:36]2[CH:41]=[CH:40][C:39]([F:42])=[CH:38][C:37]=2[F:43])[CH2:28]1)([CH3:26])([CH3:24])[CH3:25] |f:0.1,7.8|. Procedure details: To a solution of 3-[(tert-butylamino)carbonyl]-3-cyclohexyl-8-azoniabicyclo[3.2.1]octane iodide (1-9) (42.0 mg, 0.100 mmol) in dichloromethane (5.0 mL) was added (3R,4R)-1-tert-butyl-3-(2,4-difluorophenyl)piperidine-4-carboxylic acid (1-12) (35.7 mg, 0.120 mmol), HOBt (16.2 mg, 0.120 mmol), EDC (23.0 mg, 0.120 mmol), and DIEA (38.8 mg, 0.300 mmol). The mixture was stirred at room temperature overnight, quenched with a saturated aqueous solution of NaHCO3, and extracted with dichloromethane (3×20...